Dataset: the Open Reaction Database (ORD), a public repository of structured organic reaction records. Task: describe an organic reaction: reactants, conditions, products, and yield Starting materials: Brc1cc2ncnc(Nc3ccc4[nH]ccc4c3)c2s1, CCc1ccc(B(O)O)cc1. Product: CCc1ccc(-c2cc3ncnc(Nc4ccc5[nH]ccc5c4)c3s2)cc1. As a reaction SMILES: [Br:12][c:13]1[cH:14][c:15]2[n:16][cH:17][n:18][c:19]([NH:22][c:23]3[cH:24][c:25]4[cH:26][cH:27][nH:28][c:29]4[cH:30][cH:31]3)[c:20]2[s:21]1.[CH2:1]([CH3:2])[c:3]1[cH:4][cH:5][c:6]([B:9]([OH:10])[OH:11])[cH:7][cH:8]1>>[CH2:1]([CH3:2])[c:3]1[cH:4][cH:5][c:6](-[c:13]2[cH:14][c:15]3[n:16][cH:17][n:18][c:19]([NH:22][c:23]4[cH:24][c:25]5[cH:26][cH:27][nH:28][c:29]5[cH:30][cH:31]4)[c:20]3[s:21]2)[cH:7][cH:8]1.